This data is from the Open Reaction Database (ORD), a public repository of structured organic reaction records. The task is: describe an organic reaction: reactants, conditions, products, and yield Reactants: O=C1CCC(=O)N1Br, CC(C)(C)[Si](C)(C)OCCCc1ccccc1, O=C(OOC(=O)c1ccccc1)c1ccccc1, ClC(Cl)(Cl)Cl. The product is CC(C)(C)[Si](C)(C)OCCC(Br)c1ccccc1. RXN SMILES: [Br:18][N:19]1[C:20](=[O:21])[CH2:22][CH2:23][C:24]1=[O:25].[C:1]([CH3:2])([CH3:3])([CH3:4])[Si:5]([O:6][CH2:7][CH2:8][CH2:9][c:10]1[cH:11][cH:12][cH:13][cH:14][cH:15]1)([CH3:16])[CH3:17].[C:26]([O:27][O:28][C:29](=[O:30])[c:31]1[cH:32][cH:33][cH:34][cH:35][cH:36]1)(=[O:37])[c:38]1[cH:39][cH:40][cH:41][cH:42][cH:43]1.[C:44]([Cl:45])([Cl:46])([Cl:47])[Cl:48]>>[C:1]([CH3:2])([CH3:3])([CH3:4])[Si:5]([O:6][CH2:7][CH2:8][CH:9]([c:10]1[cH:11][cH:12][cH:13][cH:14][cH:15]1)[Br:18])([CH3:16])[CH3:17].